Dataset: the Open Reaction Database (ORD), a public repository of structured organic reaction records. Task: describe an organic reaction: reactants, conditions, products, and yield Reactants: C=Cc1c(F)cc2c(=O)c(C(=O)OCC)cn(CC)c2c1F, CCOC(C)=O, CCOCC, C=[N+]=[N-], CC(=O)[O-], CC(=O)[O-], [Pd+2]. The product is CCOC(=O)c1cn(CC)c2c(F)c(C3CC3)c(F)cc2c1=O. Reaction SMILES: [CH2:1]([CH3:2])[n:3]1[cH:4][c:5]([C:18](=[O:19])[O:20][CH2:21][CH3:22])[c:6](=[O:17])[c:7]2[cH:8][c:9]([F:16])[c:10]([CH:14]=[CH2:15])[c:11]([F:13])[c:12]12.[CH3:26][CH2:27][O:28][C:29](=[O:30])[CH3:31].[CH3:32][CH2:33][O:34][CH2:35][CH3:36].[N+:23](=[N-:24])=[CH2:25].[O-:38][C:39]([CH3:40])=[O:41].[O-:42][C:43]([CH3:44])=[O:45].[Pd+2:37]>>[CH2:1]([CH3:2])[n:3]1[cH:4][c:5]([C:18](=[O:19])[O:20][CH2:21][CH3:22])[c:6](=[O:17])[c:7]2[cH:8][c:9]([F:16])[c:10]([CH:14]3[CH2:15][CH2:25]3)[c:11]([F:13])[c:12]12. Starting materials: CC(C)O, CC1CC2C3CCC4=CC(=O)C=CC4(C)C3(Cl)C(O)CC2(C)C1(OC(=O)c1ccco1)C(=O)CCl, O, O=C([O-])c1ccco1. Yields the product O, O=C(O)c1ccco1. RXN SMILES: [CH3:45][CH:46]([OH:47])[CH3:48].[CH:1]12[CH:2]3[CH2:3][CH2:4][C:5]4=[CH:35][C:33](=[O:34])[CH:32]=[CH:31][C:7]4([CH3:8])[C:9]3([Cl:10])[CH:11]([OH:12])[CH2:13][C:14]1([CH3:15])[C:16]([O:6][C:21]([c:22]1[o:23][cH:24][cH:25][cH:26]1)=[O:27])([C:17]([CH2:18][Cl:19])=[O:20])[CH:28]([CH3:29])[CH2:30]2.[OH2:44].[o:36]1[c:37]([C:41](=[O:42])[O-:43])[cH:38][cH:39][cH:40]1>>[OH2:6].[o:36]1[c:37]([C:41](=[O:42])[OH:43])[cH:38][cH:39][cH:40]1. The reactants are CC(C)c1cc(OCc2ccccc2)nn1C(C)C, CN(C)C=O, [Na+], [OH-], O=P(Cl)(Cl)Cl. Yields the product CC(C)c1c(C=O)c(OCc2ccccc2)nn1C(C)C. As a reaction SMILES: [CH2:1]([c:2]1[cH:3][cH:4][cH:5][cH:6][cH:7]1)[O:8][c:9]1[n:10][n:11]([CH:17]([CH3:18])[CH3:19])[c:12]([CH:14]([CH3:15])[CH3:16])[cH:13]1.[CH3:27][N:28]([CH:29]=[O:30])[CH3:31].[Na+:26].[OH-:25].[P:20]([Cl:21])([Cl:22])([Cl:23])=[O:24]>>[CH2:1]([c:2]1[cH:3][cH:4][cH:5][cH:6][cH:7]1)[O:8][c:9]1[n:10][n:11]([CH:17]([CH3:18])[CH3:19])[c:12]([CH:14]([CH3:15])[CH3:16])[c:13]1[CH:29]=[O:30]. The reactants are C(C)(=O)O (acetic acid), C(CCC)C=1N(C(=CN1)C=O)CC1=CC=C(C=C1)C(=O)O (2-butyl-1-(4-carboxybenzyl)-5-formylimidazole), C(CCC)N1C(=O)NC(=O)C1 (1-butylhydantoin), tetramethylammonium hydroxide-in-methanol. The solvent is CO (methanol), O (water), O (water). Conditions: temperature 70 celsius, time 0.5 hour. Yields the product C(CCC)C=1N(C(=CN1)C=C1N(C(NC1=O)=O)CCCC)CC1=C(C(=O)O)C=CC=C1 ([2-Butyl-5[(3-butyl-2,5-dioxo-4-imidazolidinylidene)methyl]-1-H-imidazol-1-yl]methylbenzoic acid). Reaction SMILES: [CH2:1]([C:5]1[N:6]([CH2:12][C:13]2[CH:18]=[CH:17][C:16](C(O)=O)=[CH:15][CH:14]=2)[C:7]([CH:10]=O)=[CH:8][N:9]=1)[CH2:2][CH2:3][CH3:4].[CH2:22]([N:26]1[CH2:32][C:30](=[O:31])[NH:29][C:27]1=[O:28])[CH2:23][CH2:24][CH3:25].[C:33]([OH:36])(=[O:35])C>O.CO>[CH2:1]([C:5]1[N:6]([CH2:12][C:13]2[CH:14]=[CH:15][CH:16]=[CH:17][C:18]=2[C:33]([OH:36])=[O:35])[C:7]([CH:10]=[C:32]2[C:30](=[O:31])[NH:29][C:27](=[O:28])[N:26]2[CH2:22][CH2:23][CH2:24][CH3:25])=[CH:8][N:9]=1)[CH2:2][CH2:3][CH3:4]. Procedure: A solution of 3.44 g (0.012 mole) of 2-butyl-1-(4-carboxybenzyl)-5-formylimidazole, 2.40 g (0.016 mole) of 1-butylhydantoin, 25.92 g (0.071 mole) of 25% tetramethylammonium hydroxide-in-methanol and 12 mL of water is heated with stirring with an oil bath (bath temperature 135°-150° C.), allowing the methanol to distill over. After ca. 1/2 hour, the pot temperature is ca. 115°-120° C. The temperature is maintained 115°-120° C. for 15 minutes. The reaction solution is cooled to 70° C. and 5.04 g (... The reactants are CCOC(=O)CN, CCN=C=NCCCN(C)C, CCN(C(C)C)C(C)C, Cl, Cl, CN(C)C=O, O, O=C(O)CCc1ccc(O)cc1, On1nnc2ccccc21. Yields the product CCOC(=O)CNC(=O)CCc1ccc(O)cc1. RXN SMILES: [CH2:45]([CH3:46])[O:47][C:48]([CH2:49][NH2:50])=[O:51].[CH3:32][CH2:33][N:34]=[C:35]=[N:36][CH2:37][CH2:38][CH2:39][N:40]([CH3:41])[CH3:42].[CH:1]([N:2]([CH2:3][CH3:4])[CH:5]([CH3:6])[CH3:7])([CH3:8])[CH3:9].[ClH:43].[ClH:44].[O:52]=[CH:53][N:54]([CH3:55])[CH3:56].[OH2:57].[OH:10][c:11]1[cH:12][cH:13][c:14]([CH2:17][CH2:18][C:19](=[O:20])[OH:21])[cH:15][cH:16]1.[OH:22][n:23]1[c:24]2[c:25]([cH:26][cH:27][cH:28][cH:29]2)[n:30][n:31]1>>[OH:10][c:11]1[cH:12][cH:13][c:14]([CH2:17][CH2:18][C:19](=[O:21])[NH:50][CH2:49][C:48]([O:47][CH2:45][CH3:46])=[O:51])[cH:15][cH:16]1. Starting materials: COc1ccccc1-c1ccc2ncnc(O)c2c1, O=P(Cl)(Cl)Cl. RXN SMILES: [CH3:1][O:2][c:3]1[c:4](-[c:9]2[cH:10][c:11]3[c:12]([OH:19])[n:13][cH:14][n:15][c:16]3[cH:17][cH:18]2)[cH:5][cH:6][cH:7][cH:8]1.[P:20]([Cl:21])([Cl:22])([Cl:23])=[O:24]>>[CH3:1][O:2][c:3]1[c:4](-[c:9]2[cH:10][c:11]3[c:12]([Cl:22])[n:13][cH:14][n:15][c:16]3[cH:17][cH:18]2)[cH:5][cH:6][cH:7][cH:8]1. The product is COc1ccccc1-c1ccc2ncnc(Cl)c2c1.